Dataset: the Open Reaction Database (ORD), a public repository of structured organic reaction records. Task: describe an organic reaction: reactants, conditions, products, and yield Reactants: COC=1C=C2C=CC(=CC2=CC1)C1=CN2CCC1CC2 (3-(6-methoxy-naphthalen-2-yl)-1-aza-bicyclo[2.2.2]oct-2-ene), ClCCl (dichloromethane), ClCCl (dichloromethane), N (ammonia). Conditions: temperature -10 celsius, time 48 hour. The product is Cl.N12C=C(C(CC1)CC2)C=2C=C1C=CC(=CC1=CC2)O (6-(1-Aza-bicyclo[2.2.2]oct-2-en-3-yl)-naphthalen-2-ol hydrochloric acid salt). Reaction SMILES: C[O:2][C:3]1[CH:4]=[C:5]2[C:10](=[CH:11][CH:12]=1)[CH:9]=[C:8]([C:13]1[CH:18]3[CH2:19][CH2:20][N:15]([CH2:16][CH2:17]3)[CH:14]=1)[CH:7]=[CH:6]2.N.[Cl:22]CCl>>[ClH:22].[N:15]12[CH2:16][CH2:17][CH:18]([CH2:19][CH2:20]1)[C:13]([C:8]1[CH:9]=[C:10]3[C:5](=[CH:6][CH:7]=1)[CH:4]=[C:3]([OH:2])[CH:12]=[CH:11]3)=[CH:14]2 |f:3.4|. Procedure: A mixture of 3-(6-methoxy-naphthalen-2-yl)-1-aza-bicyclo[2.2.2]oct-2-ene (0.80 g, 2.10 mmol) and dichloromethane (25 ml) was cooled to −10° C. Borontribromide (10 eq) solved in dichloromethane (21.0 ml, 21.0 mmol) was added dropwise at −10° C. The mixture was allowed to stir for 48 h. Concentrated ammonia (20 ml) was added. The phases were separated and the aqueous phase was extracted with dichloromethane (2×20 ml). The combined organic phase was dried and evaporated. The free base of the title ... Reactants: C(C)OC=1CC2=C(C=CC=C2CC1)N=C=S (2-ethoxy-8-isothiocyanato-1,4-dihydronaphthalene), N(=[N+]=[N-])CC(=O)C1=CC=C(C=C1)C(F)(F)F (2-azido-1-[4-(trifluoromethyl)phenyl]ethanone), C1(=CC=CC=C1)P(C1=CC=CC=C1)C1=CC=CC=C1 (triphenyl phosphine). The solvent is O1CCOCC1 (dioxane). The product is C(C)OC1=CCC=2C=CC=C(C2C1)NC=1OC(=CN1)C1=CC=C(C=C1)C(F)(F)F (N-(7-ethoxy-5,8-dihydronaphthalen-1-yl)-5-[4-(trifluoromethyl)phenyl]-1,3-oxazol-2-amine). Yield: 21.8%. Reaction SMILES: [CH2:1]([O:3][C:4]1[CH2:5][C:6]2[C:11]([CH2:12][CH:13]=1)=[CH:10][CH:9]=[CH:8][C:7]=2[N:14]=[C:15]=S)[CH3:2].[N:17]([CH2:20][C:21]([C:23]1[CH:28]=[CH:27][C:26]([C:29]([F:32])([F:31])[F:30])=[CH:25][CH:24]=1)=[O:22])=[N+]=[N-].C1(P(C2C=CC=CC=2)C2C=CC=CC=2)C=CC=CC=1>O1CCOCC1>[CH2:1]([O:3][C:4]1[CH2:5][C:6]2[C:7]([NH:14][C:15]3[O:22][C:21]([C:23]4[CH:28]=[CH:27][C:26]([C:29]([F:30])([F:31])[F:32])=[CH:25][CH:24]=4)=[CH:20][N:17]=3)=[CH:8][CH:9]=[CH:10][C:11]=2[CH2:12][CH:13]=1)[CH3:2]. Procedure details: A solution of the product of Example 1F (398 mg, 1.72 mmol), the product of Example 1G (473 mg, 2.07 mmol), and triphenyl phosphine (542 mg, 2.07 mmol) in dioxane (9 mL) was heated at 85° C. for 30 min. The solution was cooled to room temperature and evaporated in vacuo. The residue was chromatographed on silica gel, eluting with 25% ethyl acetate-hexane to afford the title compound as a yellow solid (150 mg, 22%). 1H NMR (DMSO-d6) δ 9.38 (s, 1H), 7.76 (m, 4H), 7.65 (d, 1H, J=8.5 Hz), 7.62 (s, 1... Starting materials: CC1([C@H]2[C@H](C3=C(O1)C=C(C=C3O)CCCCC)C=C(CC2)C)C ((6aR,10aR)-6a,7,8,10a-tetrahydro-6,6,9-trimethyl-3-pentyl-6H-dibenzo[b,d]pyran-1-ol), BrC(C(=O)OCC)CC (ethyl bromobutyrate), C([O-])([O-])=O.[K+].[K+] (potassium carbonate). The solvent is CS(=O)C (dimethylsulfoxide). Conditions: time 8 hour. Yields the product CC1([C@H]2[C@H](C3=C(O1)C=C(C=C3OCCCC(=O)O)CCCCC)C=C(CC2)C)C ((6aR-trans)-4-[(6a,7,8,10a-Tetrahydro-6,6,9-trimethyl-3-pentyl-6H-dibenzo[b,d]pyran-1-yl)oxy]butanoic acid). Isolated yield 88.0%. RXN SMILES: [CH3:1][C:2]1([CH3:23])[O:7][C:6]2[CH:8]=[C:9]([CH2:13][CH2:14][CH2:15][CH2:16][CH3:17])[CH:10]=[C:11]([OH:12])[C:5]=2[C@@H:4]2[CH:18]=[C:19]([CH3:22])[CH2:20][CH2:21][C@@H:3]12.Br[CH:25]([CH2:31][CH3:32])[C:26]([O:28]CC)=[O:27].C(=O)([O-])[O-].[K+].[K+]>CS(C)=O>[CH3:23][C:2]1([CH3:1])[O:7][C:6]2[CH:8]=[C:9]([CH2:13][CH2:14][CH2:15][CH2:16][CH3:17])[CH:10]=[C:11]([O:12][CH2:32][CH2:31][CH2:25][C:26]([OH:28])=[O:27])[C:5]=2[C@@H:4]2[CH:18]=[C:19]([CH3:22])[CH2:20][CH2:21][C@@H:3]12 |f:2.3.4|. Procedure: A solution of 1.0 g (3.18 mmol) of (6aR,10aR)-6a,7,8,10a-tetrahydro-6,6,9-trimethyl-3-pentyl-6H-dibenzo[b,d]pyran-1-ol and 2.32 ml of ethyl bromobutyrate in 10 ml of dimethylsulfoxide was degassed, 1.39 g of potassium carbonate was added, the mixture was degassed and then stirred at room temperature under argon overnight. The reaction was diluted with 250 ml of water and extracted with ether. The extracts were concentrated under vacuum, and the residue was dissolved in benzene and chromatographe... Reactants: Cl (Hydrogen chloride), C(C)(C)(C)OC(=O)N1CC(CC1)C1=CC=CC=C1 (1-tertbutoxycarbonyl-3-phenyl-pyrrolidine). Solvent: C(C)(=O)OCC (ethyl acetate), C(C)(=O)OCC (ethyl acetate). Conditions: time 2 hour. The product is C1(=CC=CC=C1)C1CNCC1 (3-phenyl-pyrrolidine). The yield is 87.2%. RXN SMILES: Cl.C(OC([N:9]1[CH2:13][CH2:12][CH:11]([C:14]2[CH:19]=[CH:18][CH:17]=[CH:16][CH:15]=2)[CH2:10]1)=O)(C)(C)C>C(OCC)(=O)C>[C:14]1([CH:11]2[CH2:12][CH2:13][NH:9][CH2:10]2)[CH:19]=[CH:18][CH:17]=[CH:16][CH:15]=1. Procedure: Hydrogen chloride (4N) in ethyl acetate (6 ml) was added to a solution of 1-tertbutoxycarbonyl-3-phenyl-pyrrolidine (1.84 g, 7.4 mmol) in ethyl acetate (2 ml) and the mixture was stirred for 2 hours. After azeotropical removal of the solvent and hydrogen chloride, the residue was partitioned between aqueous potassium carbonate and diethyl ether, and the organic layer was washed with brine, and dried over sodium sulfate. Removal of the solvent afforded 3-phenyl-pyrrolidine (0.95 g, 87%). Reactants: N(C(=N)N)C=1SC=C(N1)CSCCNC(SC)=NC#N (2-guanidino-4-[2-(3-cyano-2-methylisothioureido)ethylthiomethyl]thiazole), CN(C)CC1=CC=C(O1)CSCCN (2-[5-dimethylaminomethylfuran-2-ylmethylthio]ethylamine), CN(C)CC1=CC=C(O1)CSCCN (2-[5-dimethylaminomethylfuran-2-ylmethylthio]ethylamine). Solvent: C(C)#N (acetonitrile). Product: N(C(=N)N)C=1SC=C(N1)CSCCNC(=NC#N)NCCSCC=1OC(=CC1)CN(C)C (2-guanidino-4-[2-(2-cyano-3-[2-(5-dimethylaminomethylfuran-2-ylmethylthio)ethyl]guanidino)-ethylthiomethyl]thiazole). Isolated yield 19.9%. RXN SMILES: [NH:1]([C:5]1[S:6][CH:7]=[C:8]([CH2:10][S:11][CH2:12][CH2:13][NH:14][C:15](=[N:18][C:19]#[N:20])SC)[N:9]=1)[C:2]([NH2:4])=[NH:3].[CH3:21][N:22]([CH2:24][C:25]1[O:29][C:28]([CH2:30][S:31][CH2:32][CH2:33][NH2:34])=[CH:27][CH:26]=1)[CH3:23]>C(#N)C>[NH:1]([C:5]1[S:6][CH:7]=[C:8]([CH2:10][S:11][CH2:12][CH2:13][NH:14][C:15]([NH:34][CH2:33][CH2:32][S:31][CH2:30][C:28]2[O:29][C:25]([CH2:24][N:22]([CH3:23])[CH3:21])=[CH:26][CH:27]=2)=[N:18][C:19]#[N:20])[N:9]=1)[C:2]([NH2:4])=[NH:3]. Procedure: A solution of 2-guanidino-4-[2-(3-cyano-2-methylisothioureido)ethylthiomethyl]thiazole (0.5 g) and 2-[5-dimethylaminomethylfuran-2-ylmethylthio]ethylamine (0.33 g) in acetonitrile (10 ml) was heated under reflux for 48 hours. A further portion of 2-[5-dimethylaminomethylfuran-2-ylmethylthio]ethylamine (0.5 g) was added and the mixture was heated under reflux for 16 hours. The mixture was evaporated to dryness and the residue was partitioned between water and ethyl acetate. The ethyl acetate laye...